From a dataset of the Open Reaction Database (ORD), a public repository of structured organic reaction records. describe an organic reaction: reactants, conditions, products, and yield Reactants: COC1=C2C(CCCC2=C(C=2OC(=CC(C21)=O)C(=O)OC)CCC)=O (Methyl 6,7,8,9-tetrahydro-5-methoxy-4,6-dioxo-10-propyl-4H-naphtho[2,3-b]pyran-2-carboxylate), [I-].[K+] (potassium iodide), O (water). Solvent: C(=O)O (formic acid). Product: OC1=C2C(CCCC2=C(C=2OC(=CC(C21)=O)C(=O)OC)CCC)=O (Methyl 6,7,8,9-tetrahydro-5-hydroxy-4,6-dioxo-10-propyl-4H-naphtho[2,3-b]pyran-2-carboxylate). The yield is 109.0%. Reaction SMILES: C[O:2][C:3]1[C:16]2[C:15](=[O:17])[CH:14]=[C:13]([C:18]([O:20][CH3:21])=[O:19])[O:12][C:11]=2[C:10]([CH2:22][CH2:23][CH3:24])=[C:9]2[C:4]=1[C:5](=[O:25])[CH2:6][CH2:7][CH2:8]2.[I-].[K+].O>C(O)=O>[OH:2][C:3]1[C:16]2[C:15](=[O:17])[CH:14]=[C:13]([C:18]([O:20][CH3:21])=[O:19])[O:12][C:11]=2[C:10]([CH2:22][CH2:23][CH3:24])=[C:9]2[C:4]=1[C:5](=[O:25])[CH2:6][CH2:7][CH2:8]2 |f:1.2|. Reported procedure: Methyl 6,7,8,9-tetrahydro-5-methoxy-4,6-dioxo-10-propyl-4H-naphtho[2,3-b]pyran-2-carboxylate (172 mg; 0.5 mmole) in formic acid (5 ml) was heated on a steam bath with ground potassium iodide (800 mg; 4.8 mmole) for 1 hour. The mixture was poured into water and extracted with ethylacetate (3×). The organic fractions were washed with water and dried (sodium sulphate) to yield a brown oil (180 mg) which crystallised on trituration with ethanol. The solid was filtered off and washed with a little et...